From a dataset of the Open Reaction Database (ORD), a public repository of structured organic reaction records. describe an organic reaction: reactants, conditions, products, and yield Reactants: CCCCNC(=O)Cc1ccc2c(c1)c(Cc1ccc(C(=O)O)cc1OC)cn2C, ClCCl, CCN=C=NCCCN(C)C, Cc1ccccc1S(N)(=O)=O, CN(C)c1ccncc1, Cl. Product: CCCCNC(=O)Cc1ccc2c(c1)c(Cc1ccc(C(=O)NS(=O)(=O)c3ccccc3C)cc1OC)cn2C. As a reaction SMILES: [CH2:1]([CH2:2][CH2:3][CH3:4])[NH:5][C:6](=[O:7])[CH2:8][c:9]1[cH:10][c:11]2[c:12]([CH2:19][c:20]3[c:21]([O:29][CH3:30])[cH:22][c:23]([C:24](=[O:25])[OH:26])[cH:27][cH:28]3)[cH:13][n:14]([CH3:18])[c:15]2[cH:16][cH:17]1.[CH2:63]([Cl:64])[Cl:65].[CH3:32][N:33]([CH3:34])[CH2:35][CH2:36][CH2:37][N:38]=[C:39]=[N:40][CH2:41][CH3:42].[CH3:43][c:44]1[c:45]([S:50](=[O:51])(=[O:52])[NH2:53])[cH:46][cH:47][cH:48][cH:49]1.[CH3:54][N:55]([CH3:56])[c:57]1[cH:58][cH:59][n:60][cH:61][cH:62]1.[ClH:31]>>[CH2:1]([CH2:2][CH2:3][CH3:4])[NH:5][C:6](=[O:7])[CH2:8][c:9]1[cH:10][c:11]2[c:12]([CH2:19][c:20]3[c:21]([O:29][CH3:30])[cH:22][c:23]([C:24](=[O:25])[NH:53][S:50]([c:45]4[c:44]([CH3:43])[cH:49][cH:48][cH:47][cH:46]4)(=[O:51])=[O:52])[cH:27][cH:28]3)[cH:13][n:14]([CH3:18])[c:15]2[cH:16][cH:17]1. Reactants: BrC(C)C#CC1=CC=C(C=C1)Cl (2-Bromo-4-(p-chlorophenyl)-3-butyne), N (ammonia). The solvent is CCOCC (ether). Run at time 3 hour. Product: Cl.NC(C)C#CC1=CC=C(C=C1)Cl (2-Amino-4-(p-chlorophenyl)-3-butyne hydrochloride). As a reaction SMILES: Br[CH:2]([C:4]#[C:5][C:6]1[CH:11]=[CH:10][C:9]([Cl:12])=[CH:8][CH:7]=1)[CH3:3].[NH3:13]>CCOCC>[ClH:12].[NH2:13][CH:2]([C:4]#[C:5][C:6]1[CH:11]=[CH:10][C:9]([Cl:12])=[CH:8][CH:7]=1)[CH3:3] |f:3.4|. Procedure details: The product prepared in step (e) above is added, with stirring, to 5 to 10 times excess of ammonia. The mixture is stirred at room temperature for 3 hours. An excess of ether is then added and the precipitate is filtered off. The ether is removed in vacuo and the resulting oil is used directly to prepare the hydrochloride salt. Reactants: ClC1=NC2=C(C=CC=C2C(=N1)N1C(C2=CC=CC=C2CC1)C)OC (2-Chloro-8-Methoxy-4-(1-Methyl-1,2,3,4-Tetrahydroisoquinoline-2-Yl)Quinazoline), FC1=CC(=C(N)C=C1)C (4-fluoro-2-methylaniline). The solvent is CN(C=O)C (dimethyl-formamide). Yields the product Cl.COC=1C=CC=C2C(=NC(=NC12)NC1=C(C=C(C=C1)F)C)N1C(C2=CC=CC=C2CC1)C (8-Methoxy-2-(4-Fluoro-2-Methyl-Phenylamino)-4-(1-Methyl-1,2,3,4-Tetrahydroisoquinoline-2-Yl)Quinazoline Hydrochloride). Yield: 38.0%. As a reaction SMILES: [Cl:1][C:2]1[N:11]=[C:10]([N:12]2[CH2:21][CH2:20][C:19]3[C:14](=[CH:15][CH:16]=[CH:17][CH:18]=3)[CH:13]2[CH3:22])[C:9]2[C:4](=[C:5]([O:23][CH3:24])[CH:6]=[CH:7][CH:8]=2)[N:3]=1.[F:25][C:26]1[CH:32]=[CH:31][C:29]([NH2:30])=[C:28]([CH3:33])[CH:27]=1>CN(C)C=O>[ClH:1].[CH3:24][O:23][C:5]1[CH:6]=[CH:7][CH:8]=[C:9]2[C:4]=1[N:3]=[C:2]([NH:30][C:29]1[CH:31]=[CH:32][C:26]([F:25])=[CH:27][C:28]=1[CH3:33])[N:11]=[C:10]2[N:12]1[CH2:21][CH2:20][C:19]2[C:14](=[CH:15][CH:16]=[CH:17][CH:18]=2)[CH:13]1[CH3:22] |f:3.4|. Procedure details: In accordance with the same procedures as in Example 8, except that to a mixture of 1.50 g of the compound (4.41 mM) prepared in Example 5 and 15 ml of dimethyl-formamide, 0.75 ml of 4-fluoro-2-methylaniline(9.27 mM) was added, 0.78 g of the title compound was prepared. Reactants: CC(=O)N1CCc2cc(Br)ccc21, c1ccc(CN2CCNCC2)cc1, CC(C)(C)[O-], Cc1ccccc1, [Na+], O=C(C=Cc1ccccc1)C=Cc1ccccc1, O=C(C=Cc1ccccc1)C=Cc1ccccc1, O=C(C=Cc1ccccc1)C=Cc1ccccc1, [Pd], [Pd]. Yields the product CC(=O)N1CCc2cc(N3CCN(Cc4ccccc4)CC3)ccc21. RXN SMILES: [C:1]([CH3:2])(=[O:3])[N:4]1[CH2:5][CH2:6][c:7]2[cH:8][c:9]([Br:13])[cH:10][cH:11][c:12]21.[CH2:20]([c:21]1[cH:22][cH:23][cH:24][cH:25][cH:26]1)[N:27]1[CH2:28][CH2:29][NH:30][CH2:31][CH2:32]1.[CH3:14][C:15]([CH3:16])([O-:17])[CH3:18].[CH3:33][c:34]1[cH:35][cH:36][cH:37][cH:38][cH:39]1.[Na+:19].[O:42]=[C:43]([CH:44]=[CH:45][c:46]1[cH:47][cH:48][cH:49][cH:50][cH:51]1)[CH:52]=[CH:53][c:54]1[cH:55][cH:56][cH:57][cH:58][cH:59]1.[O:60]=[C:61]([CH:62]=[CH:63][c:64]1[cH:65][cH:66][cH:67][cH:68][cH:69]1)[CH:70]=[CH:71][c:72]1[cH:73][cH:74][cH:75][cH:76][cH:77]1.[O:78]=[C:79]([CH:80]=[CH:81][c:82]1[cH:83][cH:84][cH:85][cH:86][cH:87]1)[CH:88]=[CH:89][c:90]1[cH:91][cH:92][cH:93][cH:94][cH:95]1.[Pd:40].[Pd:41]>>[C:1]([CH3:2])(=[O:3])[N:4]1[CH2:5][CH2:6][c:7]2[cH:8][c:9]([N:30]3[CH2:29][CH2:28][N:27]([CH2:20][c:21]4[cH:22][cH:23][cH:24][cH:25][cH:26]4)[CH2:32][CH2:31]3)[cH:10][cH:11][c:12]21. The reactants are ClC1=NC=NC(=C1)Cl (4,6-dichloropyrimidine), [H-].[Na+] (sodium hydride), 0, OC1(NC2=CC=CC=C2C=C1)C (2-hydroxy-2-methylquinoline), O (water). Solvent: CN(C)C=O (DMF). Conditions: time 15 minute. The product is ClC1=CC(=NC=N1)OC1=CC(=NC2=CC=CC=C12)C (4-(6-chloro-pyrimidin-4-yloxy)-2-methyl-quinoline). Reaction SMILES: [H-].[Na+].O[C:4]1([CH3:14])[CH:13]=[CH:12][C:11]2[C:6](=[CH:7][CH:8]=[CH:9][CH:10]=2)[NH:5]1.[Cl:15][C:16]1[CH:21]=[C:20](Cl)[N:19]=[CH:18][N:17]=1.[OH2:23]>CN(C=O)C>[Cl:15][C:16]1[N:17]=[CH:18][N:19]=[C:20]([O:23][C:12]2[C:11]3[C:6](=[CH:7][CH:8]=[CH:9][CH:10]=3)[N:5]=[C:4]([CH3:14])[CH:13]=2)[CH:21]=1 |f:0.1|. Reported procedure: 36 mg (0.83 mmol) sodium hydride (55%, suspension in mineral oil) were added to 0 10 g (0.68 mmol) 2-hydroxy-2-methylquinoline in 1.5 mL DMF and the mixture was stirred for 15 min. Then 97 mg (0.63 mmol) 4,6-dichloropyrimidine were added and the mixture was stirred overnight at RT. The reaction mixture was mixed with water and left to stand overnight. The precipitate formed was suction filtered, washed with water and dried i. vac. The reactants are C(C)(=O)OC1C(C(N1)=O)CCCNC(=NC(=O)OCC1=CC=CC=C1)NC(=O)OCC1=CC=CC=C1 (4-Acetyloxy-3-[3-[N',N"-di(Cbz)guanidino]propyl]-2-azetidinone), [H-].[Na+] (NaH), resultant mixture, C(C)S (ethanethiol). Solvent: C1CCOC1 (THF). Reaction conditions: temperature -20 celsius, time 30 minute. Yields the product C(C)S[C@H]1[C@@H](C(N1)=O)CCCNC(=NC(=O)OCC1=CC=CC=C1)NC(=O)OCC1=CC=CC=C1 (trans-4-Ethylthio-3-[3-[N', N"-di(Cbz)guanidino]propyl]-2-azetidinone). Isolated yield 37.6%. Reaction SMILES: [H-].[Na+].[CH2:3]([SH:5])[CH3:4].C(O[CH:10]1[NH:13][C:12](=[O:14])[CH:11]1[CH2:15][CH2:16][CH2:17][NH:18][C:19]([NH:31][C:32]([O:34][CH2:35][C:36]1[CH:41]=[CH:40][CH:39]=[CH:38][CH:37]=1)=[O:33])=[N:20][C:21]([O:23][CH2:24][C:25]1[CH:30]=[CH:29][CH:28]=[CH:27][CH:26]=1)=[O:22])(=O)C>C1COCC1>[CH2:3]([S:5][C@@H:10]1[NH:13][C:12](=[O:14])[C@H:11]1[CH2:15][CH2:16][CH2:17][NH:18][C:19]([NH:31][C:32]([O:34][CH2:35][C:36]1[CH:37]=[CH:38][CH:39]=[CH:40][CH:41]=1)=[O:33])=[N:20][C:21]([O:23][CH2:24][C:25]1[CH:26]=[CH:27][CH:28]=[CH:29][CH:30]=1)=[O:22])[CH3:4] |f:0.1|. Procedure details: To a 0° C. suspension of NaH (60% oil dispersion, 200 mg, 498 mmol) in THF (20 ml) was added ethanethiol (0.37 mL, 4.98 mmol). The resultant mixture was stirred for 10 min, cooled to -20° C., and compound 13 (1.9g, 3.83 mmol) was added. The solution was stirred further for 30 min at room temperature and concentrated. The residue was partitioned between ethyl acetate and pH 7.0 aqueous buffer. The organic phase was washed with brine, dried (Na2SO4), and concentrated. The residue was purified by s... Reactants: BrC1=CC=C(C=C1)F (4-bromofluorobenzene), solution, C(CCC)[Li] (n-butyllithium), COC1=CC=C(C=C1)C1=CC(CCC1C1=CC=C(C=C1)OC)=O (3,4-bis(4-methoxyphenyl)-2-cyclohexen-1-one), diene, O1CCCC1 (tetrahydrofuran), O1CCCC1 (tetrahydrofuran). Solvent: O (water), CCCCCC (hexane), C(C)OCC (diethyl ether). Run at temperature 0 celsius, time 20 minute. Yields the product COC1=CC=C(C=C1)C1CC=C(C=C1C1=CC=C(C=C1)OC)C1=CC=C(C=C1)F (1-[4,5-bis(4-methoxyphenyl)-1,5-cyclohexadien-1-yl]-4-fluorobenzene). Reaction SMILES: Br[C:2]1[CH:7]=[CH:6][C:5]([F:8])=[CH:4][CH:3]=1.O1CCCC1.C([Li])CCC.[CH3:19][O:20][C:21]1[CH:26]=[CH:25][C:24]([C:27]2[CH:32]([C:33]3[CH:38]=[CH:37][C:36]([O:39][CH3:40])=[CH:35][CH:34]=3)[CH2:31][CH2:30][C:29](=O)[CH:28]=2)=[CH:23][CH:22]=1>CCCCCC.C(OCC)C.O>[CH3:40][O:39][C:36]1[CH:35]=[CH:34][C:33]([CH:32]2[C:27]([C:24]3[CH:23]=[CH:22][C:21]([O:20][CH3:19])=[CH:26][CH:25]=3)=[CH:28][C:29]([C:2]3[CH:7]=[CH:6][C:5]([F:8])=[CH:4][CH:3]=3)=[CH:30][CH2:31]2)=[CH:38][CH:37]=1. Reported procedure: A solution of 6.11 ml. of 4-bromofluorobenzene in 200 ml. of tetrahydrofuran was cooled to -60° C. by means of an external cooling bath. Under a nitrogen atmosphere, 33.75 ml. of a 1.6M solution of n-butyllithium in hexane were added at such a rate as to maintain the temperature between -65° to -55° C. After the addition was complete, the reaction was stirred for about 20 minutes. A solution of 15.11 g. of 3,4-bis(4-methoxyphenyl)-2-cyclohexen-1-one in 200 ml. of tetrahydrofuran was added over a... The reagents and catalysts are [C].[Pd] (palladium-carbon). The yield is 32.8%. As a reaction SMILES: [NH2:1][CH2:2][CH2:3][NH:4][C:5]1[N:10]=[C:9]([NH:11][C:12]2[CH:17]=[CH:16][CH:15]=[C:14]([O:18]CC3C=CC=CC=3)[CH:13]=2)[C:8]([C:26]([NH2:28])=[O:27])=[CH:7][N:6]=1.C1COCC1.CO.[H][H]>[C].[Pd].CN(C=O)C>[NH2:1][CH2:2][CH2:3][NH:4][C:5]1[N:10]=[C:9]([NH:11][C:12]2[CH:17]=[CH:16][CH:15]=[C:14]([OH:18])[CH:13]=2)[C:8]([C:26]([NH2:28])=[O:27])=[CH:7][N:6]=1 |f:4.5|. Procedure details: A 100 mg portion of 10% palladium-carbon powder was added to a mixture of 869 mg of 2-(2-aminoethylamino)-4-(3-benzyloxyanilino)pyrimidine-5-carboxamide with THF, methanol and DMF, followed by stirring at room temperature for 3 days in an atmosphere of hydrogen under ordinary pressure. The reaction mixture was filtered, and the filtrate was concentrated under a reduced pressure. By Ad:. recrystallizing the resulting residue from an ethyl acetate-methanol mixed solvent, 217 mg of 2-(2-aminoethyla... Run in CN(C)C=O (DMF). The product is NCCNC1=NC=C(C(=N1)NC1=CC(=CC=C1)O)C(=O)N (2-(2-aminoethylamino)-4-(3-hydroxyanilino)pyrimidine-5-carboxamide). Starting materials: [H][H] (hydrogen), NCCNC1=NC=C(C(=N1)NC1=CC(=CC=C1)OCC1=CC=CC=C1)C(=O)N (2-(2-aminoethylamino)-4-(3-benzyloxyanilino)pyrimidine-5-carboxamide), C1CCOC1 (THF), CO (methanol).